This data is from the Open Reaction Database (ORD), a public repository of structured organic reaction records. The task is: describe an organic reaction: reactants, conditions, products, and yield Product: Cl.C1(=CC=CC=C1)CCNCCCCC(=O)C=1C=C2CCC(N3C2=C(C1)CC3)=O (8-[5-[(2-Phenylethyl)amino]pentanoyl]-1,2,5,6-tetrahydro-4H-pyrrolo[3,2,1-ij]quinolin-4-one hydrochloride). Starting materials: C(C)(=O)OCC.Cl (hydrogen chloride-ethyl acetate), O=C(CCCCN(C(OC(C)(C)C)=O)CCC1=CC=CC=C1)C=1C=C2CCC(N3C2=C(C1)CC3)=O (tert-butyl 5-oxo-5-(4-oxo-1,2,5,6-tetrahydro-4H-pyrrolo[3,2,1-ij]quinolin-8-yl)pentyl(2-phenylethyl)carbamate). Reaction conditions: time 1 hour. Solvent: C(C)O (ethanol). As a reaction SMILES: C(OCC)(=O)C.[ClH:7].[O:8]=[C:9]([C:30]1[CH:31]=[C:32]2[C:37]3=[C:38]([CH2:40][CH2:41][N:36]3[C:35](=[O:42])[CH2:34][CH2:33]2)[CH:39]=1)[CH2:10][CH2:11][CH2:12][CH2:13][N:14]([CH2:22][CH2:23][C:24]1[CH:29]=[CH:28][CH:27]=[CH:26][CH:25]=1)C(=O)OC(C)(C)C>C(O)C>[ClH:7].[C:24]1([CH2:23][CH2:22][NH:14][CH2:13][CH2:12][CH2:11][CH2:10][C:9]([C:30]2[CH:31]=[C:32]3[C:37]4=[C:38]([CH2:40][CH2:41][N:36]4[C:35](=[O:42])[CH2:34][CH2:33]3)[CH:39]=2)=[O:8])[CH:25]=[CH:26][CH:27]=[CH:28][CH:29]=1 |f:0.1,4.5|. Procedure details: A 4N hydrogen chloride-ethyl acetate solution was added to a solution of tert-butyl 5-oxo-5-(4-oxo-1,2,5,6-tetrahydro-4H-pyrrolo[3,2,1-ij]quinolin-8-yl)pentyl(2-phenylethyl)carbamate (3.00 g) obtained in Reference Example 19 in ethanol (5 ml), and the mixture was stirred at room temperature for 1 hour. The solvent was evaporated under reduced pressure, and the resulting residue was crystallized from ethanol-ethyl acetate to give the title compound as colorless crystals (1.98 g) having a melting ... Starting materials: C(C(C)(C)C)(=O)NC1=CC=C2C(=CN3C(C2=C1)=NC=C(C3=O)C(=O)OCC)C (ethyl 10-pivaloylamino-7-methyl-4-oxo-4H-pyrimido[2,1-a]isoquinoline-3-carboxylate), [OH-].[Na+] (sodium hydroxide). Run in CO (methanol), CO (methanol). Run at time 2 day. Yields the product C(C(C)(C)C)(=O)NC1=CC=C2C(=CN3C(C2=C1)=NC=C(C3=O)C(=O)O)C (10-pivaloylamino-7-methyl-4-oxo-4H-pyrimido[2,1-a]isoquinoline-3-carboxylic acid). Yield: 83.7%. Reaction SMILES: [C:1]([NH:7][C:8]1[CH:17]=[C:16]2[C:11]([C:12]([CH3:28])=[CH:13][N:14]3[C:21](=[O:22])[C:20]([C:23]([O:25]CC)=[O:24])=[CH:19][N:18]=[C:15]32)=[CH:10][CH:9]=1)(=[O:6])[C:2]([CH3:5])([CH3:4])[CH3:3].[OH-].[Na+]>CO>[C:1]([NH:7][C:8]1[CH:17]=[C:16]2[C:11]([C:12]([CH3:28])=[CH:13][N:14]3[C:21](=[O:22])[C:20]([C:23]([OH:25])=[O:24])=[CH:19][N:18]=[C:15]32)=[CH:10][CH:9]=1)(=[O:6])[C:2]([CH3:5])([CH3:4])[CH3:3] |f:1.2|. Procedure details: A mixture of ethyl 10-pivaloylamino-7-methyl-4-oxo-4H-pyrimido[2,1-a]isoquinoline-3-carboxylate (400 mg) and 1N sodium hydroxide (3.1 ml) in aqueous methanol (19 ml) was stirred at ambient temperature for 2 days. Aqueous methanol was added to the reaction mixture and then heated on a water bath until almost all the precipitate was dissolved. The solution was filtered, and the filtrate was acidified with 1N hydrochloric acid. The resultant precipitate was collected, washed successively with water... The product is C(=O)(O)CSC=1SC(=NN1)C (2-carboxymethylthio-5-methyl-1,3,4-thiadiazole). Reported procedure: Aqueous solution of sodium hydroxide 8.8 g (0.22 mol) in 15 ml of water was added to a mixture of 2-mercapto-5-methyl-1,3,4-thiadiazole 26.4 g (0.20 mol), chloroacetic acid 27.0 g (0.22 mol) and ethanol 300 ml with stirring at room temperature. After 20 minutes of stirring it was heated to 50° C., and further aqueous solution of sodium hydroxide 8.8 g (0.22 mol) in 15 ml of water was added slowly drop by drop. After stirring for 3 hours at 50° C., it was cooled to room temperature, and water was... The reactants are [OH-].[Na+] (sodium hydroxide), SC=1SC(=NN1)C (2-mercapto-5-methyl-1,3,4-thiadiazole), ClCC(=O)O (chloroacetic acid), [OH-].[Na+] (sodium hydroxide), Cl (Hydrochloric acid). Yield: 75.0%. Solvent: O (water), C(C)O (ethanol), CO (methanol), O (water), O (water). Reaction SMILES: [OH-].[Na+].[SH:3][C:4]1[S:5][C:6]([CH3:9])=[N:7][N:8]=1.Cl[CH2:11][C:12]([OH:14])=[O:13].Cl>O.CO.C(O)C>[C:12]([CH2:11][S:3][C:4]1[S:5][C:6]([CH3:9])=[N:7][N:8]=1)([OH:14])=[O:13] |f:0.1|. The reactants are ice, [H-].[Na+] (NaH), ice, CC(C)(C)[Si](OC[C@H](CC1C(C1)CO)NC(OCC1=CC=CC=C1)=O)(C1=CC=CC=C1)C1=CC=CC=C1 (phenylmethyl ((1S)-2-{[(1,1 dimethylethyl)(diphenyl)silyl]oxy}-1-{[2-(hydroxymethyl)cyclopropyl]methyl}ethyl)carbamate), 1 D7, TEA, S(=O)(=O)(C)Cl (mesyl chloride), [H-].[Na+] (NaH). Solvent: CN(C)C=O (DMF), C(Cl)Cl (DCM). Conditions: temperature 0 celsius, time 3 hour. Yields the product CC(C)(C)[Si](OC[C@H]1N(C[C@H]2C[C@H]2C1)C(=O)OCC1=CC=CC=C1)(C1=CC=CC=C1)C1=CC=CC=C1 (Phenylmethyl (1S,4S,6S)-4-({[(1,1-dimethylethyl)(diphenyl)silyl]oxy}methyl)-3-azabicyclo[4.1.0]heptane-3-carboxylate). RXN SMILES: [CH3:1][C:2]([Si:5]([C:32]1[CH:37]=[CH:36][CH:35]=[CH:34][CH:33]=1)([C:26]1[CH:31]=[CH:30][CH:29]=[CH:28][CH:27]=1)[O:6][CH2:7][C@@H:8]([NH:15][C:16](=[O:25])[O:17][CH2:18][C:19]1[CH:24]=[CH:23][CH:22]=[CH:21][CH:20]=1)[CH2:9][CH:10]1[CH2:12][CH:11]1[CH2:13]O)([CH3:4])[CH3:3].S(Cl)(C)(=O)=O.[H-].[Na+]>C(Cl)Cl.CN(C=O)C>[CH3:3][C:2]([Si:5]([C:32]1[CH:33]=[CH:34][CH:35]=[CH:36][CH:37]=1)([C:26]1[CH:31]=[CH:30][CH:29]=[CH:28][CH:27]=1)[O:6][CH2:7][C@@H:8]1[CH2:9][C@H:10]2[C@H:11]([CH2:12]2)[CH2:13][N:15]1[C:16]([O:17][CH2:18][C:19]1[CH:20]=[CH:21][CH:22]=[CH:23][CH:24]=1)=[O:25])([CH3:4])[CH3:1] |f:2.3|. Procedure: To an ice cooled solution of phenylmethyl ((1S)-2-{[(1,1 dimethylethyl)(diphenyl)silyl]oxy}-1-{[2-(hydroxymethyl)cyclopropyl]methyl}ethyl)carbamate single diastereoisomer 1 D7 (1.18 g) in DCM (35 ml) and TEA (0.953 ml, 6.84 mmol) was added mesyl chloride (0.355 ml, 4.56 mmol) and the resulting mixture was stirred for 3 hours. After this time the solvent was removed under reduced pressure and the white solid obtained was dissolved in DMF (47 ml), the solution was cooled to 0° C. and NaH (0.730 g,...